From a dataset of the Open Reaction Database (ORD), a public repository of structured organic reaction records. describe an organic reaction: reactants, conditions, products, and yield Starting materials: FC(C=1C=C(C=CC1)CC#N)(F)F (2-(3-(trifluoromethyl)phenyl)acetonitrile), BrCCCCBr (1,4-dibromobutane), FC(C1=CC=C(C=C1)C1(CCCC1)C#N)(F)F (1-(4-trifluoromethyl-phenyl)-cyclopentanecarbonitrile). The product is FC(C=1C=C(C=CC1)C1(CCCC1)C#N)(F)F (1-(3-(Trifluoromethyl)phenyl)cyclopentanecarbonitrile). RXN SMILES: [F:1][C:2]([F:13])([F:12])[C:3]1[CH:4]=[C:5]([CH2:9][C:10]#[N:11])[CH:6]=[CH:7][CH:8]=1.Br[CH2:15][CH2:16][CH2:17][CH2:18]Br.FC(F)(F)C1C=CC(C2(C#N)CCCC2)=CC=1>>[F:1][C:2]([F:12])([F:13])[C:3]1[CH:4]=[C:5]([C:9]2([C:10]#[N:11])[CH2:18][CH2:17][CH2:16][CH2:15]2)[CH:6]=[CH:7][CH:8]=1. Procedure details: 1-(3-(Trifluoromethyl)phenyl)cyclopentanecarbonitrile (468) was synthesized from 2-(3-(trifluoromethyl)phenyl)acetonitrile (467) and 1,4-dibromobutane following the procedure described for 1-(4-trifluoromethyl-phenyl)-cyclopentanecarbonitrile (237). Reactants: 11-ethyl-3-hydroxy-5-methyl-3-(3,4,5-trimethoxybenzyl)indolin-2-one, C(C1=CC=CC=C1)(=O)OC1C(N(C2=CC=C(C=C12)C)CC)=O (1-ethyl-5-methyl-2-oxoindolin-3-yl benzoate), COC1=CC=C(CCl)C=C1 (4-methoxy benzyl chloride). The product is C(C)N1C(C(C2=CC(=CC=C12)C)(CC1=CC=C(C=C1)OC)O)=O (1-ethyl-3-hydroxy-3-(4-methoxybenzyl)-5-methylindolin-2-one). Reaction SMILES: C([O:9][CH:10]1[C:18]2[C:13](=[CH:14][CH:15]=[C:16]([CH3:19])[CH:17]=2)[N:12]([CH2:20][CH3:21])[C:11]1=[O:22])(=O)C1C=CC=CC=1.[CH3:23][O:24][C:25]1[CH:32]=[CH:31][C:28]([CH2:29]Cl)=[CH:27][CH:26]=1>>[CH2:20]([N:12]1[C:13]2[C:18](=[CH:17][C:16]([CH3:19])=[CH:15][CH:14]=2)[C:10]([OH:9])([CH2:29][C:28]2[CH:31]=[CH:32][C:25]([O:24][CH3:23])=[CH:26][CH:27]=2)[C:11]1=[O:22])[CH3:21]. Reported procedure: This compound was made in an analogous fashion to 11-ethyl-3-hydroxy-5-methyl-3-(3,4,5-trimethoxybenzyl)indolin-2-one using 1-ethyl-5-methyl-2-oxoindolin-3-yl benzoate: and 4-methoxy benzyl chloride (purchased from Fisher Scientific). 1H-NMR δ 7.11 (s, 1H), 7.05 (dd, 1H), 6.83 (d, 2H), 6.65 (d, 2H), 6.56 (d, 1H), 3.72 (s, 3H), 3.64 (m, 1H), 3.40 (m, 1H), 3.24 (d, 1H), 3.12 (d 1H), 2.34 (s, 3H), 2.0 (bs, OH), 0.94 (t, 3H). Calculated mass for C19H21NO3, 311.15. Observed 334.1 (M+Na). The reactants are [Si](C)(C)(C)OS(=O)(=O)C(F)(F)F (TMS-triflate), C(C)(=O)O[C@H]1[C@H](OC(C)=O)[C@H](OC(C)=O)[C@H](O1)COC(C)=O (1,2,3,5-tetra-O-acetyl-β-D-ribofuranose), silylated 5-azacytosine, N1C(=O)N=C(N)N=C1 (5-azacytosine), C[Si](C)(C)N[Si](C)(C)C (HMDS), C[Si](C)(C)Cl (TMSCl). The solvent is C(C)#N (acetonitrile), C(C)#N (acetonitrile). Conditions: time 20 hour. Product: [C@@H]1([C@H](O)[C@H](O)[C@@H](CO)O1)N1C(=O)N=C(N)N=C1 (5-azacytidine). RXN SMILES: [NH:1]1[CH:8]=[N:7][C:5]([NH2:6])=[N:4][C:2]1=[O:3].C[Si](N[Si](C)(C)C)(C)C.C[Si](Cl)(C)C.[Si](OS(C(F)(F)F)(=O)=O)(C)(C)C.C(O[C@@H:39]1[O:51][C@H:50]([CH2:52][O:53]C(=O)C)[C@@H:45]([O:46]C(=O)C)[C@H:40]1[O:41]C(=O)C)(=O)C>C(#N)C>[C@@H:39]1([N:1]2[CH:8]=[N:7][C:5]([NH2:6])=[N:4][C:2]2=[O:3])[O:51][C@H:50]([CH2:52][OH:53])[C@@H:45]([OH:46])[C@H:40]1[OH:41]. Procedure: A mixture of 5-azacytosine, HMDS, and TMSCl in acetonitrile is heated to reflux for 20 hours under an inert atmosphere. TMS-triflate and 1,2,3,5-tetra-O-acetyl-β-D-ribofuranose are then added directly to the silylated 5-azacytosine in acetonitrile. The addition is performed at ambient temperature and under an inert atmosphere. The reaction mixture is maintained under stirring for 20 hours, then the acetonitrile is removed under vacuum. The solids are then dissolved in dichloromethane, and the mi... The reactants are CCOC(=O)c1cccc(OCC(OCC)OCC)c1, Cl[Sn](Cl)(Cl)Cl, C[Si](C)(C)N=[N+]=[N-]. Product: CCOC(=O)c1cccc(OCC(N=[N+]=[N-])OCC)c1. As a reaction SMILES: [CH2:1]([CH3:2])[O:3][C:4]([c:5]1[cH:6][c:7]([O:11][CH2:12][CH:13]([O:14][CH2:15][CH3:16])[O:17][CH2:18][CH3:19])[cH:8][cH:9][cH:10]1)=[O:20].[Cl:28][Sn:29]([Cl:30])([Cl:31])[Cl:32].[N:21](=[N+:22]=[N-:23])[Si:24]([CH3:25])([CH3:26])[CH3:27]>>[CH2:1]([CH3:2])[O:3][C:4]([c:5]1[cH:6][c:7]([O:11][CH2:12][CH:13]([O:14][CH2:15][CH3:16])[N:21]=[N+:22]=[N-:23])[cH:8][cH:9][cH:10]1)=[O:20]. Reactants: [Cl-].[Na+] (sodium chloride), C(#N)C1=C(C=C(C=C1)[N+](=O)[O-])N=CN(C)C (N′-(2-Cyano-5-nitrophenyl)-N,N-dimethylformimidamide), solution, [OH-].[Na+] (sodium hydroxide). Reagents/catalysts: [Cl-].[Cl-].[Cl-].[Ti+3] (titanium trichloride). Run in C(C)(=O)OCC (ethyl acetate), O1CCCC1 (tetrahydrofuran), O (water), C(C)(=O)OCC (ethyl acetate), Cl (HCl). Run at temperature 0 celsius, time 4 hour. Product: NC=1C=CC(=C(C1)N=CN(C)C)C#N (N′-(5-Amino-2-cyanophenyl)-N,N-dimethylformimidamide). Isolated yield 73.0%. RXN SMILES: [C:1]([C:3]1[CH:8]=[CH:7][C:6]([N+:9]([O-])=O)=[CH:5][C:4]=1[N:12]=[CH:13][N:14]([CH3:16])[CH3:15])#[N:2].[OH-].[Na+].[Cl-].[Na+]>O1CCCC1.Cl.O.C(OCC)(=O)C.[Cl-].[Cl-].[Cl-].[Ti+3]>[NH2:9][C:6]1[CH:7]=[CH:8][C:3]([C:1]#[N:2])=[C:4]([N:12]=[CH:13][N:14]([CH3:15])[CH3:16])[CH:5]=1 |f:1.2,3.4,9.10.11.12|. Procedure details: N′-(2-Cyano-5-nitrophenyl)-N,N-dimethylformimidamide (1.0 g, 4.58 mmol) is dissolved in 100 mL of tetrahydrofuran, cooled to 0° C. and admixed with titanium trichloride solution (69 mL of a 15% solution in 10% aqueous HCl). Then, the batch is stirred at room temperature for 4 hours and adjusted at 0° C. to pH 9 with 2N aqueous sodium hydroxide solution. The mixture is diluted with water and ethyl acetate. The aqueous phase is saturated with sodium chloride and stirred out three times with ethyl ... The reactants are BrB(Br)Br, CCCCCC1CCC(CCc2ccc(OC)cc2)CC1, ClCCl. Yields the product CCCCCC1CCC(CCc2ccc(O)cc2)CC1. RXN SMILES: [B:1]([Br:2])([Br:3])[Br:4].[CH2:5]([CH2:6][CH2:7][CH2:8][CH3:9])[CH:10]1[CH2:11][CH2:12][CH:13]([CH2:16][CH2:17][c:18]2[cH:19][cH:20][c:21]([O:24][CH3:25])[cH:22][cH:23]2)[CH2:14][CH2:15]1.[Cl:26][CH2:27][Cl:28]>>[CH2:5]([CH2:6][CH2:7][CH2:8][CH3:9])[CH:10]1[CH2:11][CH2:12][CH:13]([CH2:16][CH2:17][c:18]2[cH:19][cH:20][c:21]([OH:24])[cH:22][cH:23]2)[CH2:14][CH2:15]1. RXN SMILES: [NH2:1][CH2:2][CH2:3][NH:4][C:5]1[N:6]=[C:7]([C:12]2[CH:17]=[CH:16][C:15]([Cl:18])=[CH:14][C:13]=2[Cl:19])[C:8]([NH2:11])=[N:9][CH:10]=1.Cl[C:21]1[N:26]=[C:25]([NH2:27])[C:24]([N+:28]([O-:30])=[O:29])=[CH:23][CH:22]=1>>[NH2:27][C:25]1[N:26]=[C:21]([NH:1][CH2:2][CH2:3][NH:4][C:5]2[N:6]=[C:7]([C:12]3[CH:17]=[CH:16][C:15]([Cl:18])=[CH:14][C:13]=3[Cl:19])[C:8]([NH2:11])=[N:9][CH:10]=2)[CH:22]=[CH:23][C:24]=1[N+:28]([O-:30])=[O:29]. The product is NC1=C(C=CC(=N1)NCCNC=1N=C(C(=NC1)N)C1=C(C=C(C=C1)Cl)Cl)[N+](=O)[O-] (N5-{2-[(6-amino-5-nitropyridin-2-yl)amino]ethyl}-3-(2,4-dichlorophenyl)pyrazine-2,5-diamine). The reactants are NCCNC=1N=C(C(=NC1)N)C1=C(C=C(C=C1)Cl)Cl (N5-(2-aminoethyl)-3-(2,4-dichlorophenyl)pyrazine-2,5-diamine), ClC1=CC=C(C(=N1)N)[N+](=O)[O-] (6-chloro-3-nitro-2-pyridylamine). Procedure details: The compound was prepared from N5-(2-aminoethyl)-3-(2,4-dichlorophenyl)pyrazine-2,5-diamine and 6-chloro-3-nitro-2-pyridylamine in accordance to the procedure described for Example 6.